Dataset: the Open Reaction Database (ORD), a public repository of structured organic reaction records. Task: describe an organic reaction: reactants, conditions, products, and yield Starting materials: NC1=C2C=NN(C2=CC=C1)C(/C=C/C(=O)OC)(CC)C1=CC=C(C=C1)Cl ((E)-methyl 4-(4-amino-1H-indazol-1-yl)-4-(4-chlorophenyl)hex-2-enoate), CN1CCOCC1 (NMM), CS(=O)(=O)Cl (MsCl). Run in C(Cl)Cl (DCM). Reaction conditions: time 2 hour. The product is ClC1=CC=C(C=C1)C(/C=C/C(=O)OC)(CC)N1N=CC2=C(C=CC=C12)NS(=O)(=O)C ((E)-methyl 4-(4-chlorophenyl)-4-(4-(methylsulfonamido)-1H-indazol-1-yl)hex-2-enoate). Reaction SMILES: [NH2:1][C:2]1[CH:10]=[CH:9][CH:8]=[C:7]2[C:3]=1[CH:4]=[N:5][N:6]2[C:11]([C:20]1[CH:25]=[CH:24][C:23]([Cl:26])=[CH:22][CH:21]=1)([CH2:18][CH3:19])/[CH:12]=[CH:13]/[C:14]([O:16][CH3:17])=[O:15].CN1CCOCC1.[CH3:34][S:35](Cl)(=[O:37])=[O:36]>C(Cl)Cl>[Cl:26][C:23]1[CH:24]=[CH:25][C:20]([C:11]([N:6]2[C:7]3[C:3](=[C:2]([NH:1][S:35]([CH3:34])(=[O:37])=[O:36])[CH:10]=[CH:9][CH:8]=3)[CH:4]=[N:5]2)([CH2:18][CH3:19])/[CH:12]=[CH:13]/[C:14]([O:16][CH3:17])=[O:15])=[CH:21][CH:22]=1. Procedure: To a mixture of (E)-methyl 4-(4-amino-1H-indazol-1-yl)-4-(4-chlorophenyl)hex-2-enoate (120 mg) and NMM (98 mg) in DCM (5 mL) was added MsCl (45 mg). Then the mixture was stirred at room temperature for 2 h. The solution was quenched with saturated NH4Cl solution, and extracted with ethyl acetate (30 mL). The organic layer was washed with brine, dried over dry sodium sulfate, filtered and evaporated. The residue was purified by silica gel chromatography (PE/EA=5/1) to afford the title compound as...